This data is from the Open Reaction Database (ORD), a public repository of structured organic reaction records. The task is: describe an organic reaction: reactants, conditions, products, and yield The reactants are O=C([O-])[O-], Cc1ccccc1, Clc1cc(I)ccn1, [Cs+], [Cs+], Nc1cccc([N+](=O)[O-])c1, N#N, CC(=O)[O-], CC(=O)[O-], [Pd+2], c1ccc(P(c2ccccc2)c2ccc3ccccc3c2-c2c(P(c3ccccc3)c3ccccc3)ccc3ccccc23)cc1. Product: O=[N+]([O-])c1cccc(Nc2ccnc(Cl)c2)c1. Reaction SMILES: [C:67](=[O:68])([O-:69])[O-:70].[CH3:73][c:74]1[cH:75][cH:76][cH:77][cH:78][cH:79]1.[Cl:3][c:4]1[n:5][cH:6][cH:7][c:8]([I:10])[cH:9]1.[Cs+:71].[Cs+:72].[N+:11](=[O:12])([O-:13])[c:14]1[cH:15][c:16]([NH2:17])[cH:18][cH:19][cH:20]1.[N:1]#[N:2].[O-:81][C:82]([CH3:83])=[O:84].[O-:85][C:86]([CH3:87])=[O:88].[Pd+2:80].[cH:21]1[cH:22][cH:23][c:24]([P:25]([c:26]2[cH:27][cH:28][c:29]3[c:30]([cH:31][cH:32][cH:33][cH:34]3)[c:35]2-[c:36]2[c:37]3[c:38]([cH:39][cH:40][cH:41][cH:42]3)[cH:43][cH:44][c:45]2[P:46]([c:47]2[cH:48][cH:49][cH:50][cH:51][cH:52]2)[c:53]2[cH:54][cH:55][cH:56][cH:57][cH:58]2)[c:59]2[cH:60][cH:61][cH:62][cH:63][cH:64]2)[cH:65][cH:66]1>>[Cl:3][c:4]1[n:5][cH:6][cH:7][c:8]([NH:17][c:16]2[cH:15][c:14]([N+:11](=[O:12])[O-:13])[cH:20][cH:19][cH:18]2)[cH:9]1. Starting materials: CC(C)(C#C)O (2-methyl-3-butyn-2-ol), BrC=1SC(=CC1)C#CC1=CC=NC=C1 (2-bromo-5-{2-(4-pyridyl)ethynyl}thiophene). The reagents and catalysts are [Pd] (palladium). Yields the product CC(C#CC=1SC(=CC1)C#CC1=CC=NC=C1)(C)O (2-{3-methyl-3-hydroxybutynyl}-5-{2-(4-pyridyl)ethynyl}thiophene). As a reaction SMILES: [CH3:1][C:2]([OH:6])([C:4]#[CH:5])[CH3:3].Br[C:8]1[S:9][C:10]([C:13]#[C:14][C:15]2[CH:20]=[CH:19][N:18]=[CH:17][CH:16]=2)=[CH:11][CH:12]=1>[Pd]>[CH3:1][C:2]([OH:6])([CH3:3])[C:4]#[C:5][C:8]1[S:9][C:10]([C:13]#[C:14][C:15]2[CH:16]=[CH:17][N:18]=[CH:19][CH:20]=2)=[CH:11][CH:12]=1. Procedure details: The 2-ethynyl-5-(4-pyridyl)ethynyl thiophene is synthesized by the reaction sequence shown below. In the first step, bromination of 1-(2-thienyl)-2-(4-pyridyl)ethene followed by base-catalyzed dehydrohalogenation gives 2-bromo-5-{2-(4-pyridyl)ethynyl}thiophene (I): ##STR5## In the second step, the palladium catalyzed addition of 2-methyl-3-butyn-2-ol to compound I gives 2-{3-methyl-3-hydroxybutynyl}-5-{2-(4-pyridyl)ethynyl}thiophene (II): ##STR6## The term "Ph" in the palladium catalyst formula ... The reactants are COCCN1CCc2ccc(N)cc2CC1, CNC(=O)c1cccc(Cl)c1Nc1nc(Cl)ncc1Cl. Product: CNC(=O)c1cccc(Cl)c1Nc1nc(Nc2ccc3c(c2)CCN(CCOC)CC3)ncc1Cl. RXN SMILES: [CH3:1][O:2][CH2:3][CH2:4][N:5]1[CH2:6][CH2:7][c:8]2[c:9]([cH:12][c:13]([NH2:16])[cH:14][cH:15]2)[CH2:10][CH2:11]1.[Cl:17][c:18]1[n:19][cH:20][c:21]([Cl:36])[c:22]([NH:24][c:25]2[c:26]([C:27](=[O:28])[NH:29][CH3:30])[cH:31][cH:32][cH:33][c:34]2[Cl:35])[n:23]1>>[CH3:1][O:2][CH2:3][CH2:4][N:5]1[CH2:6][CH2:7][c:8]2[c:9]([cH:12][c:13]([NH:16][c:18]3[n:19][cH:20][c:21]([Cl:36])[c:22]([NH:24][c:25]4[c:26]([C:27](=[O:28])[NH:29][CH3:30])[cH:31][cH:32][cH:33][c:34]4[Cl:35])[n:23]3)[cH:14][cH:15]2)[CH2:10][CH2:11]1.